From a dataset of the Open Reaction Database (ORD), a public repository of structured organic reaction records. describe an organic reaction: reactants, conditions, products, and yield Starting materials: COC=1C=C(C(/C=C/C2=NC=3N(C(N(C(C3N2C)=O)CCC)=O)CCC)=CC1OC)S(=O)(=O)O ((E)-4,5-Dimethoxy-β-(7-methyl-1,3-dipropylxanthin-8-yl)styrene-2-sulfonic acid), C(CC)NCCC (dipropylamine). Product: C(CC)N(S(=O)(=O)C=1C(/C=C/C2=NC=3N(C(N(C(C3N2C)=O)CCC)=O)CCC)=CC(=C(C1)OC)OC)CCC ((E)-N,N-Dipropyl-4,5-dimethoxy-β-(7-methyl-1,3-dipropylxanthin-8-yl)styrene-2-sulfonamide). The yield is 39.9%. As a reaction SMILES: [CH3:1][O:2][C:3]1[CH:4]=[C:5]([S:31]([OH:34])(=O)=[O:32])[C:6](=[CH:27][C:28]=1[O:29][CH3:30])/[CH:7]=[CH:8]/[C:9]1[N:17]([CH3:18])[C:16]2[C:15](=[O:19])[N:14]([CH2:20][CH2:21][CH3:22])[C:13](=[O:23])[N:12]([CH2:24][CH2:25][CH3:26])[C:11]=2[N:10]=1.[CH2:35]([NH:38][CH2:39][CH2:40][CH3:41])[CH2:36][CH3:37]>>[CH2:35]([N:38]([CH2:39][CH2:40][CH3:41])[S:31]([C:5]1[C:6](=[CH:27][C:28]([O:29][CH3:30])=[C:3]([O:2][CH3:1])[CH:4]=1)/[CH:7]=[CH:8]/[C:9]1[N:17]([CH3:18])[C:16]2[C:15](=[O:19])[N:14]([CH2:20][CH2:21][CH3:22])[C:13](=[O:23])[N:12]([CH2:24][CH2:25][CH3:26])[C:11]=2[N:10]=1)(=[O:34])=[O:32])[CH2:36][CH3:37]. Reported procedure: Substantially the same procedure as in Example 2 was repeated using 1.00 g (1.96 mmol) of Compound 1 obtained in Example 1 and 2.68 ml (19.6 mmol) of dipropylamine. The resulting crude crystals were recrystallized from cyclohexane/toluene to give 450 mg (yield 40%) of Compound 3 as a pale yellow powder. Yields the product COc1cc(C(=O)N(C)c2ccc(C)cc2OCCCCCC(=O)N2CCN(C)CC2)ccc1NS(=O)(=O)c1ccccc1[N+](=O)[O-]. Starting materials: ClCCl, O=[N+]([O-])c1ccccc1S(=O)(=O)Cl, COc1cc(C(=O)N(C)c2ccc(C)cc2OCCCCCC(=O)N2CCN(C)CC2)ccc1N, c1ccncc1. Reaction SMILES: [Cl:55][CH2:56][Cl:57].[N+:42](=[O:43])([O-:44])[c:45]1[c:46]([S:51](=[O:52])(=[O:53])[Cl:54])[cH:47][cH:48][cH:49][cH:50]1.[NH2:1][c:2]1[c:3]([O:34][CH3:35])[cH:4][c:5]([C:6](=[O:7])[N:8]([c:9]2[c:10]([O:16][CH2:17][CH2:18][CH2:19][CH2:20][CH2:21][C:22](=[O:23])[N:24]3[CH2:25][CH2:26][N:27]([CH3:30])[CH2:28][CH2:29]3)[cH:11][c:12]([CH3:15])[cH:13][cH:14]2)[CH3:31])[cH:32][cH:33]1.[cH:36]1[cH:37][cH:38][n:39][cH:40][cH:41]1>>[NH:1]([c:2]1[c:3]([O:34][CH3:35])[cH:4][c:5]([C:6](=[O:7])[N:8]([c:9]2[c:10]([O:16][CH2:17][CH2:18][CH2:19][CH2:20][CH2:21][C:22](=[O:23])[N:24]3[CH2:25][CH2:26][N:27]([CH3:30])[CH2:28][CH2:29]3)[cH:11][c:12]([CH3:15])[cH:13][cH:14]2)[CH3:31])[cH:32][cH:33]1)[S:51]([c:46]1[c:45]([N+:42](=[O:43])[O-:44])[cH:50][cH:49][cH:48][cH:47]1)(=[O:52])=[O:53].